This data is from the Open Reaction Database (ORD), a public repository of structured organic reaction records. The task is: describe an organic reaction: reactants, conditions, products, and yield The reactants are N(=[N+]=[N-])CCOC([C@H]1CN(CCC1)C(=O)OC(C)(C)C)C1=C(C(=CC=C1)Cl)F ((R)-tert-butyl 3-((2-azidoethoxy)(3-chloro-2-fluorophenyl)methyl)-piperidine-1-carboxylate). The reagents and catalysts are [Pd] (Pd/C). Run in CCOC(=O)C (EtOAc). Conditions: time 8 hour. Product: NCCOC([C@H]1CN(CCC1)C(=O)OC(C)(C)C)C1=C(C(=CC=C1)Cl)F ((R)-tert-butyl 3-((2-aminoethoxy)(3-chloro-2-fluorophenyl)methyl)piperidine-1-carboxylate). As a reaction SMILES: [N:1]([CH2:4][CH2:5][O:6][CH:7]([C:21]1[CH:26]=[CH:25][CH:24]=[C:23]([Cl:27])[C:22]=1[F:28])[C@@H:8]1[CH2:13][CH2:12][CH2:11][N:10]([C:14]([O:16][C:17]([CH3:20])([CH3:19])[CH3:18])=[O:15])[CH2:9]1)=[N+]=[N-]>CCOC(C)=O.[Pd]>[NH2:1][CH2:4][CH2:5][O:6][CH:7]([C:21]1[CH:26]=[CH:25][CH:24]=[C:23]([Cl:27])[C:22]=1[F:28])[C@@H:8]1[CH2:13][CH2:12][CH2:11][N:10]([C:14]([O:16][C:17]([CH3:20])([CH3:19])[CH3:18])=[O:15])[CH2:9]1. Procedure: To a solution of (R)-tert-butyl 3-((2-azidoethoxy)(3-chloro-2-fluorophenyl)methyl)-piperidine-1-carboxylate (2.6 g, 6.31 mmol) in EtOAc (50 mL) was added wetted Pd/C (0.1 g) and the mixture was stirred overnight under a hydrogen atmosphere maintained by a balloon. The reaction mixture was filtered through a pad of Celite and the solvent was removed to give (R)-tert-butyl 3-((2-aminoethoxy)(3-chloro-2-fluorophenyl)methyl)piperidine-1-carboxylate which was submitted to reverse phase the preparativ... Starting materials: NC1=NC=NC=C1N (4,5-diaminopyrimidine), COC1=C(C(=O)O)C=CC(=C1)NS(=O)(=O)C (2-methoxy-4-methanesulfonylamino-benzoic acid). The product is COC1=C(C=CC(=C1)NS(=O)(=O)C)C1=NC2=NC=NC=C2N1 (8-(2'-Methoxy-4'-methanesulfonylamino-phenyl)-purine). Reaction SMILES: [NH2:1][C:2]1[C:7]([NH2:8])=[CH:6][N:5]=[CH:4][N:3]=1.[CH3:9][O:10][C:11]1[CH:19]=[C:18]([NH:20][S:21]([CH3:24])(=[O:23])=[O:22])[CH:17]=[CH:16][C:12]=1[C:13](O)=O>>[CH3:9][O:10][C:11]1[CH:19]=[C:18]([NH:20][S:21]([CH3:24])(=[O:23])=[O:22])[CH:17]=[CH:16][C:12]=1[C:13]1[NH:8][C:7]2[C:2](=[N:3][CH:4]=[N:5][CH:6]=2)[N:1]=1. Procedure details: Prepared analogously to Example 14 from 4,5-diaminopyrimidine and 2-methoxy-4-methanesulfonylamino-benzoic acid. Starting materials: COCCOc1ccccc1-c1nc(C(F)(F)F)c(C(=O)O)o1, COCCN(C)c1ccc(N)cn1. The product is COCCOc1ccccc1-c1nc(C(F)(F)F)c(C(=O)Nc2ccc(N(C)CCOC)nc2)o1. As a reaction SMILES: [CH3:1][O:2][CH2:3][CH2:4][O:5][c:6]1[c:7](-[c:12]2[o:13][c:14]([C:21](=[O:22])[OH:23])[c:15]([C:17]([F:18])([F:19])[F:20])[n:16]2)[cH:8][cH:9][cH:10][cH:11]1.[CH3:24][O:25][CH2:26][CH2:27][N:28]([c:29]1[n:30][cH:31][c:32]([NH2:35])[cH:33][cH:34]1)[CH3:36]>>[CH3:1][O:2][CH2:3][CH2:4][O:5][c:6]1[c:7](-[c:12]2[o:13][c:14]([C:21](=[O:22])[NH:35][c:32]3[cH:31][n:30][c:29]([N:28]([CH2:27][CH2:26][O:25][CH3:24])[CH3:36])[cH:34][cH:33]3)[c:15]([C:17]([F:18])([F:19])[F:20])[n:16]2)[cH:8][cH:9][cH:10][cH:11]1. The reactants are C([O-])([O-])=O.[Na+].[Na+] (sodium carbonate), C(CCC=C)(=O)O (4-pentenoic acid), BrC1=CC=C(C#N)C=C1 (4-bromobenzonitrile), C(C)(=O)[O-].[K+] (potassium acetate). The reagents and catalysts are [Cl-].C(CCC)[N+](CCCC)(CCCC)CCCC (tetrabutylammonium chloride), C(C)(=O)[O-].[Pd+2].C(C)(=O)[O-] (palladium acetate), C1(=CC=CC=C1)P(C1=CC=CC=C1)C1=CC=CC=C1 (triphenylphosphine). Solvent: CN(C)C=O (DMF), CN(C=O)C (dimethylformamide). Reaction conditions: time 21 hour. Product: C(#N)C1=CC=C(C=C1)C=CCCC(=O)O (5-(p-cyanophenyl)-4-pentenoic acid). The yield is 54.1%. RXN SMILES: Br[C:2]1[CH:9]=[CH:8][C:5]([C:6]#[N:7])=[CH:4][CH:3]=1.C([O-])(=O)C.[K+].[C:15]([OH:21])(=[O:20])[CH2:16][CH2:17][CH:18]=[CH2:19].C(=O)([O-])[O-].[Na+].[Na+]>[Cl-].C([N+](CCCC)(CCCC)CCCC)CCC.C([O-])(=O)C.[Pd+2].C([O-])(=O)C.C1(P(C2C=CC=CC=2)C2C=CC=CC=2)C=CC=CC=1.CN(C=O)C>[C:6]([C:5]1[CH:8]=[CH:9][C:2]([CH:19]=[CH:18][CH2:17][CH2:16][C:15]([OH:21])=[O:20])=[CH:3][CH:4]=1)#[N:7] |f:1.2,4.5.6,7.8,9.10.11|. Reported procedure: Tetrabutylammonium chloride (hydrate, 17.8 g) was dried by azeotroping with benzene (250 mL round bottom flask equipped with a Dean-Stark apparatus). The benzene was removed in vacuo affording anhydrous tetrabutylammonium chloride (17.0 g, 61.2 mmol). To this flask under argon were added triphenylphosphine (820 mg, 3.13 mmol), palladium acetate (703 mg, 3.13 mmol), 4-bromobenzonitrile (16.9 g, 92.8 mmol), potassium acetate (36.8g, 375 mmol) and 100 mL of degassed anhydrous dimethylformamide (deg... The reactants are CN(C)CCCN, O=Cc1ccc2ccccc2c1, c1ccccc1. Product: CN(C)CCCN=Cc1ccc2ccccc2c1. Reaction SMILES: [CH3:13][N:14]([CH2:15][CH2:16][CH2:17][NH2:18])[CH3:19].[CH:1](=[O:2])[c:3]1[cH:4][cH:5][c:6]2[cH:7][cH:8][cH:9][cH:10][c:11]2[cH:12]1.[cH:20]1[cH:21][cH:22][cH:23][cH:24][cH:25]1>>[CH:1]([c:3]1[cH:4][cH:5][c:6]2[cH:7][cH:8][cH:9][cH:10][c:11]2[cH:12]1)=[N:18][CH2:17][CH2:16][CH2:15][N:14]([CH3:13])[CH3:19]. The reactants are C(=O)NC=1SC=C(N1)C(C(=O)NC1[C@@H]2N(C(=CCS2)C(=O)O)C1=O)=NOC1CCCCC1 (7-[2-(2-Formamidothiazol-4-yl)-2-cyclohexyloxyiminoacetamido]-3-cephem-4-carboxylic acid), Cl (hydrochloric acid). Solvent: CO (methanol). Product: NC=1SC=C(N1)C(C(=O)NC1[C@@H]2N(C(=CCS2)C(=O)O)C1=O)=NOC1CCCCC1 (7-[2-(2-aminothiazol-4-yl)-2-cyclohexyloxyiminoacetamido]-3-cephem-4-carboxylic acid). Isolated yield 41.3%. Reaction SMILES: C([NH:3][C:4]1[S:5][CH:6]=[C:7]([C:9](=[N:25][O:26][CH:27]2[CH2:32][CH2:31][CH2:30][CH2:29][CH2:28]2)[C:10]([NH:12][CH:13]2[C:23](=[O:24])[N:15]3[C:16]([C:20]([OH:22])=[O:21])=[CH:17][CH2:18][S:19][C@H:14]23)=[O:11])[N:8]=1)=O.Cl>CO>[NH2:3][C:4]1[S:5][CH:6]=[C:7]([C:9](=[N:25][O:26][CH:27]2[CH2:32][CH2:31][CH2:30][CH2:29][CH2:28]2)[C:10]([NH:12][CH:13]2[C:23](=[O:24])[N:15]3[C:16]([C:20]([OH:22])=[O:21])=[CH:17][CH2:18][S:19][C@H:14]23)=[O:11])[N:8]=1. Procedure details: 7-[2-(2-Formamidothiazol-4-yl)-2-cyclohexyloxyiminoacetamido]-3-cephem-4-carboxylic acid (syn isomer, 0.72 g.), methanol (10.8 ml.) and conc. hydrochloric acid (0.61 g.) were treated in a similar manner to that of Example 15-(3) to give 7-[2-(2-aminothiazol-4-yl)-2-cyclohexyloxyiminoacetamido]-3-cephem-4-carboxylic acid (syn isomer, 0.28 g.). The reactants are C1(CC1)C#C (cyclopropylacetylene), [Li]CCCC (BuLi), [Li]CCCC (BuLi), NC1=C(C=C(C=C1)C)C(C(F)(F)F)=O (1-(2-amino-5-methylphenyl)-2,2,2-trifluoroethanone), C(C)[Zn]CC (diethylzinc). Run in C1(=CC=CC=C1)C (toluene), C1CCOC1.C1(=CC=CC=C1)C (THF toluene), C1(=CC=CC=C1)C.C1CCOC1 (toluene THF), C1(=CC=CC=C1)C (toluene), C1(=CC=CC=C1)C (toluene), C1(=CC=CC=C1)C (toluene). Reaction conditions: temperature 20 celsius, time 60 minute. Product: NC1=C(C=C(C=C1)C)[C@](C(F)(F)F)(C#CC1CC1)O ((S)-2-(2-Amino-5-methylphenyl)-4-cyclopropyl-1,1,1-trifluorobut-3-yn-2-ol). Reaction SMILES: C([Zn]CC)C.[CH:6]1([C:9]#[CH:10])[CH2:8][CH2:7]1.[Li]CCCC.[NH2:16][C:17]1[CH:22]=[CH:21][C:20]([CH3:23])=[CH:19][C:18]=1[C:24](=[O:29])[C:25]([F:28])([F:27])[F:26]>C1(C)C=CC=CC=1.C1COCC1.C1(C)C=CC=CC=1>[NH2:16][C:17]1[CH:22]=[CH:21][C:20]([CH3:23])=[CH:19][C:18]=1[C@@:24]([OH:29])([C:10]#[C:9][CH:6]1[CH2:8][CH2:7]1)[C:25]([F:26])([F:27])[F:28] |f:4.5|. Reported procedure: A solution of (1R,2S)—PNE (17.6%-w/w, 21.0 g, 18.0 mmol) in a THF/toluene mixture (9:1-w/w) was charged in a vessel at room temperature. A solution of diethylzinc in toluene (29.9%-w/w, 6.10 g, 14.8 mmol) was added at 17 to 25° C. and the mixture was aged at said temperature range for 30 min. A solution of cyclopropylacetylene in toluene (69.6%-w/w, 8.55 g, 90.0 mmol) was added at 18° C. and the resulting mixture was aged at 20° C. for 60 min. A solution of BuLi in toluene (3.09 mol/kg, 17.6 g, ...